From a dataset of the Open Reaction Database (ORD), a public repository of structured organic reaction records. describe an organic reaction: reactants, conditions, products, and yield The reactants are CC(C)(C)OC(=O)NCC(=O)O, N#Cc1c[nH]c(C(=O)Nc2ccc(C3CCNCC3)cc2C2=CCCCC2)n1, CCN=C=NCCCN(C)C, CCN(C(C)C)C(C)C, ClCCl, O=C(O)C(F)(F)F, On1nnc2ccccc21. The product is CC(C)(C)OC(=O)NCC(=O)N1CCC(c2ccc(NC(=O)c3nc(C#N)c[nH]3)c(C3=CCCCC3)c2)CC1. As a reaction SMILES: [C:1](=[O:2])([O:3][C:4]([CH3:5])([CH3:6])[CH3:7])[NH:8][CH2:9][C:10](=[O:11])[OH:12].[C:50]1([c:56]2[c:57]([NH:68][C:69](=[O:70])[c:71]3[nH:72][cH:73][c:74]([C:76]#[N:77])[n:75]3)[cH:58][cH:59][c:60]([CH:62]3[CH2:63][CH2:64][NH:65][CH2:66][CH2:67]3)[cH:61]2)=[CH:51][CH2:52][CH2:53][CH2:54][CH2:55]1.[CH3:32][CH2:33][N:34]=[C:35]=[N:36][CH2:37][CH2:38][CH2:39][N:40]([CH3:41])[CH3:42].[CH:13]([N:14]([CH2:15][CH3:16])[CH:17]([CH3:18])[CH3:19])([CH3:20])[CH3:21].[Cl:78][CH2:79][Cl:80].[F:43][C:44]([F:45])([F:46])[C:47]([OH:48])=[O:49].[OH:22][n:23]1[c:24]2[c:25]([cH:26][cH:27][cH:28][cH:29]2)[n:30][n:31]1>>[C:1](=[O:2])([O:3][C:4]([CH3:5])([CH3:6])[CH3:7])[NH:8][CH2:9][C:10](=[O:12])[N:65]1[CH2:64][CH2:63][CH:62]([c:60]2[cH:59][cH:58][c:57]([NH:68][C:69](=[O:70])[c:71]3[nH:72][cH:73][c:74]([C:76]#[N:77])[n:75]3)[c:56]([C:50]3=[CH:51][CH2:52][CH2:53][CH2:54][CH2:55]3)[cH:61]2)[CH2:67][CH2:66]1.